Dataset: the Open Reaction Database (ORD), a public repository of structured organic reaction records. Task: describe an organic reaction: reactants, conditions, products, and yield Starting materials: FC1=C(C=CC(=C1)B1OC(C(O1)(C)C)(C)C)C=1N=CC(=NC1)N (5-(2-fluoro-4-(4,4,5,5-tetramethyl-1,3,2-dioxaborolan-2-yl)phenyl)pyrazin-2-amine), BrC1=C(C=CC=C1)C (2-bromotoluene). Yields the product FC=1C=C(C=CC1C=1N=CC(=NC1)N)C1=C(C=CC=C1)C (5-(3-Fluoro-2′-methylbiphenyl-4-yl)pyrazin-2-amine). Reaction SMILES: [F:1][C:2]1[CH:7]=[C:6](B2OC(C)(C)C(C)(C)O2)[CH:5]=[CH:4][C:3]=1[C:17]1[N:18]=[CH:19][C:20]([NH2:23])=[N:21][CH:22]=1.Br[C:25]1[CH:30]=[CH:29][CH:28]=[CH:27][C:26]=1[CH3:31]>>[F:1][C:2]1[CH:7]=[C:6]([C:25]2[CH:30]=[CH:29][CH:28]=[CH:27][C:26]=2[CH3:31])[CH:5]=[CH:4][C:3]=1[C:17]1[N:18]=[CH:19][C:20]([NH2:23])=[N:21][CH:22]=1. Procedure: The title compound was prepared using analogous conditions to those described in Example 1 utilizing 5-(2-fluoro-4-(4,4,5,5-tetramethyl-1,3,2-dioxaborolan-2-yl)phenyl)pyrazin-2-amine and 2-bromotoluene. MS (ESI): mass calcd. for C17H14FN3, 279.12; m/z found, 280.1 [M+H]+. 1H NMR (400 MHz, CDCl3) δ 8.59 (s, 1H), 8.12 (s, 1H), 7.95 (m, 1H), 7.28-7.12 (m, 6H), 4.66 (s, 2H), 2.32 (s, 3H). Starting materials: CO, Nc1nc(Cl)c2ncn(C3C=CC(CO)C3)c2n1, N. The product is Nc1nc(N)c2ncn(C3C=CC(CO)C3)c2n1. As a reaction SMILES: [CH3:20][OH:21].[NH2:2][c:3]1[n:4][c:5]([Cl:19])[c:6]2[n:7][cH:8][n:9]([CH:12]3[CH:13]=[CH:14][CH:15]([CH2:17][OH:18])[CH2:16]3)[c:10]2[n:11]1.[NH3:1]>>[NH2:1][c:5]1[n:4][c:3]([NH2:2])[n:11][c:10]2[c:6]1[n:7][cH:8][n:9]2[CH:12]1[CH:13]=[CH:14][CH:15]([CH2:17][OH:18])[CH2:16]1. Reactants: C(C)(C)N1N=CC=C1C1=NC=CC=C1CO ((2-(1-isopropyl-1H-pyrazol-5-yl)pyridin-3-yl)methanol), O=S(Cl)Cl (SOCl2). Solvent: C(Cl)Cl (DCM). Conditions: time 15 minute. The product is Cl.ClCC=1C(=NC=CC1)C1=CC=NN1C(C)C (3-(chloromethyl)-2-(1-isopropyl-1H-pyrazol-5-yl)pyridine hydrochloride). RXN SMILES: [CH:1]([N:4]1[C:8]([C:9]2[C:14]([CH2:15]O)=[CH:13][CH:12]=[CH:11][N:10]=2)=[CH:7][CH:6]=[N:5]1)([CH3:3])[CH3:2].O=S(Cl)[Cl:19]>C(Cl)Cl>[ClH:19].[Cl:19][CH2:15][C:14]1[C:9]([C:8]2[N:4]([CH:1]([CH3:3])[CH3:2])[N:5]=[CH:6][CH:7]=2)=[N:10][CH:11]=[CH:12][CH:13]=1 |f:3.4|. Procedure: To a solution of (2-(1-isopropyl-1H-pyrazol-5-yl)pyridin-3-yl)methanol) (440 mg, 2.02 mmol) in DCM (4 mL) was added SOCl2 (2 eq) at 0° C. The reaction mixture was stirred at RT for 15 mins and concentrated to dryness. The crude solid was suspended in toluene and concentrated to dryness. The process was repeated three times and dried under vacuum to give 3-(chloromethyl)-2-(1-isopropyl-1H-pyrazol-5-yl)pyridine hydrochloride (432 mg) as an off-white solid, which was used for next step without furt... Run in O (water), ClCCCl (1,2-dichloroethane). Conditions: time 8 hour. Reactants: C(O)([O-])=O.[Na+] (sodium hydrogen carbonate), COC1=C(C=C(C=C1)[N+](=O)[O-])N1CCC(CC1)=O (1-(2-methoxy-5-nitrophenyl)piperidin-4-one), CN1CCNCC1 (1-methylpiperazine), C(C)(=O)O[BH-](OC(C)=O)OC(C)=O.[Na+] (sodium triacetoxyborohydride). Reaction SMILES: [CH3:1][O:2][C:3]1[CH:8]=[CH:7][C:6]([N+:9]([O-:11])=[O:10])=[CH:5][C:4]=1[N:12]1[CH2:17][CH2:16][C:15](=O)[CH2:14][CH2:13]1.[CH3:19][N:20]1[CH2:25][CH2:24][NH:23][CH2:22][CH2:21]1.C(O[BH-](OC(=O)C)OC(=O)C)(=O)C.[Na+].C(=O)([O-])O.[Na+]>O.ClCCCl>[CH3:1][O:2][C:3]1[CH:8]=[CH:7][C:6]([N+:9]([O-:11])=[O:10])=[CH:5][C:4]=1[N:12]1[CH2:17][CH2:16][CH:15]([N:23]2[CH2:24][CH2:25][N:20]([CH3:19])[CH2:21][CH2:22]2)[CH2:14][CH2:13]1 |f:2.3,4.5|. Yields the product COC1=C(C=C(C=C1)[N+](=O)[O-])N1CCC(CC1)N1CCN(CC1)C (1-[1-(2-methoxy-5-nitrophenyl)piperidin-4-yl]-4-methylpiperazine). Procedure: To a mixture of 1-(2-methoxy-5-nitrophenyl)piperidin-4-one (Preparation Example 502) (296 mg), 1-methylpiperazine (0.20 mL) and 1,2-dichloroethane (11 mL), sodium triacetoxyborohydride (385 mg) was added and stirred overnight at room temperature. After addition of water and saturated aqueous sodium hydrogen carbonate, the reaction liquid was extracted with chloroform, and the organic layer was dried over anhydrous sodium sulfate. The solvent was distilled off under reduced pressure, and the resi... Starting materials: C(C)(=O)CC(C)=O (acetyl acetone), NC(=O)N (urea), Cl (HCl). The solvent is C(C)O (ethanol). Run at temperature 0 celsius. Product: Cl.CC1=NC(NC(=C1)C)=O (4,6-dimethyl-1H-pyrimidin-2-one hydrochloride). Yield: 55.0%. As a reaction SMILES: [C:1]([CH2:4][C:5](=O)[CH3:6])(=O)[CH3:2].[NH2:8][C:9]([NH2:11])=[O:10].[ClH:12]>C(O)C>[ClH:12].[CH3:2][C:1]1[CH:4]=[C:5]([CH3:6])[NH:11][C:9](=[O:10])[N:8]=1 |f:4.5|. Procedure details: To a mixture of acetyl acetone (4.0 g, 40.0 mmol) and urea (2.0 g, 33.3 mmol) in ethanol (40 mL) was added concentrated HCl (10 mL) and stirred at reflux for 3 h. The reaction mixture was cooled to 0° C. and filtered; the colourless solid was washed thoroughly with ice cold ethanol then ether and dried under vacuum to afford 4,6-dimethyl-1H-pyrimidin-2-one hydrochloride (3.5 g, 55%) as a solid. Reactants: CCCCN, O=Cc1ccc2c(c1)S(=O)(=O)c1ccccc1C=C2, c1ccccc1. Yields the product CCCCN=Cc1ccc2c(c1)S(=O)(=O)c1ccccc1C=C2. As a reaction SMILES: [CH2:20]([CH2:21][CH2:22][CH3:23])[NH2:24].[cH:1]1[cH:2][c:3]([CH:18]=[O:19])[cH:4][c:5]2[c:11]1[CH:10]=[CH:9][c:8]1[c:7]([cH:15][cH:14][cH:13][cH:12]1)[S:6]2(=[O:16])=[O:17].[cH:25]1[cH:26][cH:27][cH:28][cH:29][cH:30]1>>[cH:1]1[cH:2][c:3]([CH:18]=[N:24][CH2:20][CH2:21][CH2:22][CH3:23])[cH:4][c:5]2[c:11]1[CH:10]=[CH:9][c:8]1[c:7]([cH:15][cH:14][cH:13][cH:12]1)[S:6]2(=[O:16])=[O:17].